This data is from the Open Reaction Database (ORD), a public repository of structured organic reaction records. The task is: describe an organic reaction: reactants, conditions, products, and yield The reactants are Intermediate 27, BrC=1C=NC(=NC1)Cl (5-bromo-2-chloropyrimidine), Cl.FC1(CNC1)F (3,3-difluoroazetidine hydrogen chloride salt). Yields the product BrC=1C=NC(=NC1)N1CC(C1)(F)F (5-bromo-2-(3,3-difluoroazetidin-1-yl)pyrimidine). Reaction SMILES: [Br:1][C:2]1[CH:3]=[N:4][C:5](Cl)=[N:6][CH:7]=1.Cl.[F:10][C:11]1([F:15])[CH2:14][NH:13][CH2:12]1>>[Br:1][C:2]1[CH:3]=[N:4][C:5]([N:13]2[CH2:14][C:11]([F:15])([F:10])[CH2:12]2)=[N:6][CH:7]=1 |f:1.2|. Procedure: The title compound was prepared following a procedure analogous to that described for Intermediate 27 using 5-bromo-2-chloropyrimidine and 3,3-difluoroazetidine hydrogen chloride salt. LC (method 5): tR=1.57 min; Mass spectrum (ESI+): m/z=250/252 (Br) [M+H]+.